Dataset: the Open Reaction Database (ORD), a public repository of structured organic reaction records. Task: describe an organic reaction: reactants, conditions, products, and yield Reactants: CCOc1cc(NC(=O)OC(C)(C)C)c(NC(=O)CC(=O)c2cccc(-c3ccncc3)c2)cc1C(F)(F)F, ClCCl, O=C(O)C(F)(F)F. The product is CCOc1cc2c(cc1C(F)(F)F)NC(=O)CC(c1cccc(-c3ccncc3)c1)=N2. Reaction SMILES: [C:1]([O:2][C:3](=[O:4])[NH:7][c:8]1[c:9]([NH:21][C:22]([CH2:23][C:24](=[O:5])[c:25]2[cH:26][c:27](-[c:31]3[cH:32][cH:33][n:34][cH:35][cH:36]3)[cH:28][cH:29][cH:30]2)=[O:38])[cH:10][c:11]([C:17]([F:18])([F:19])[F:20])[c:12]([O:14][CH2:15][CH3:16])[cH:13]1)([CH3:6])([CH3:37])[CH3:39].[Cl:47][CH2:48][Cl:49].[F:40][C:41]([F:42])([F:43])[C:44]([OH:45])=[O:46]>>[N:7]1=[C:24]([c:25]2[cH:26][c:27](-[c:31]3[cH:32][cH:33][n:34][cH:35][cH:36]3)[cH:28][cH:29][cH:30]2)[CH2:23][C:22](=[O:38])[NH:21][c:9]2[c:8]1[cH:13][c:12]([O:14][CH2:15][CH3:16])[c:11]([C:17]([F:18])([F:19])[F:20])[cH:10]2.